From a dataset of the Open Reaction Database (ORD), a public repository of structured organic reaction records. describe an organic reaction: reactants, conditions, products, and yield Reactants: BrB(Br)Br, COc1ccc2c(ccc3cnn(CC(C)N)c32)c1, CSC, ClCCCl, [Na+], O=C([O-])O. Product: CC(N)Cn1ncc2ccc3cc(O)ccc3c21. RXN SMILES: [B:23]([Br:24])([Br:25])[Br:26].[CH3:1][O:2][c:3]1[cH:4][cH:5][c:6]2[c:7]([cH:8][cH:9][c:10]3[cH:11][n:12][n:13]([CH2:15][CH:16]([CH3:17])[NH2:18])[c:14]23)[cH:19]1.[CH3:20][S:21][CH3:22].[Cl:32][CH2:33][CH2:34][Cl:35].[Na+:31].[O-:27][C:28]([OH:29])=[O:30]>>[OH:2][c:3]1[cH:4][cH:5][c:6]2[c:7]([cH:8][cH:9][c:10]3[cH:11][n:12][n:13]([CH2:15][CH:16]([CH3:17])[NH2:18])[c:14]23)[cH:19]1. The reactants are C(#N)C1=C(C(=C(C2=C1N=C(O2)C(=O)N(C)C)NCC2=CC=C(C=C2)OC)C2=CC=CC=C2)C (4-Cyano-7-(4-methoxybenzylamino)-N,N,5-trimethyl-6-phenyl-1,3-benzoxazole-2-carboxamide). The solvent is FC(C(=O)O)(F)F (trifluoroacetic acid). Reaction conditions: time 13 hour. Yields the product NC1=C(C(=C(C=2N=C(OC21)C(=O)N(C)C)C#N)C)C2=CC=CC=C2 (7-Amino-4-cyano-N,N,5-trimethyl-6-phenyl-1,3-benzoxazole-2-carboxamide). The yield is 95.3%. Reaction SMILES: [C:1]([C:3]1[C:8]2[N:9]=[C:10]([C:12]([N:14]([CH3:16])[CH3:15])=[O:13])[O:11][C:7]=2[C:6]([NH:17]CC2C=CC(OC)=CC=2)=[C:5]([C:27]2[CH:32]=[CH:31][CH:30]=[CH:29][CH:28]=2)[C:4]=1[CH3:33])#[N:2]>FC(F)(F)C(O)=O>[NH2:17][C:6]1[C:7]2[O:11][C:10]([C:12]([N:14]([CH3:16])[CH3:15])=[O:13])=[N:9][C:8]=2[C:3]([C:1]#[N:2])=[C:4]([CH3:33])[C:5]=1[C:27]1[CH:32]=[CH:31][CH:30]=[CH:29][CH:28]=1. Procedure: 4-Cyano-7-(4-methoxybenzylamino)-N,N,5-trimethyl-6-phenyl-1,3-benzoxazole-2-carboxamide (I-337) (2.10 g, 4.77 mmol) was dissolved in trifluoroacetic acid (22 ml), and stirred at room temperature for 13 hours. The solvent was evaporated away under reduced pressure, and the resulting residue was added to chloroform (25 ml) and an aqueous saturated sodium hydrogencarbonate solution (25 ml), followed by vigorously stirring for 15 minutes. The organic layer was separated, the aqueous layer was furthe... Starting materials: ClC1=C(C=C(C(=O)CCC(=O)O)C=C1)C(F)(F)F (3-(4-chloro-3-trifluoromethylbenzoyl)propionic acid), ClC1=C(C=C(C(=O)CCC(=O)N2[C@H](C(=O)O)CCC2)C=C1)C(F)(F)F ([3-(4-chloro-3-trifluoromethylbenzoyl)propionyl]-L-proline), C(C)(=S)[O-].[K+] (potassium thioacetate), hydroxysuccinimide ester, N1[C@H](C(=O)O)CCC1 (L-proline). The solvent is C(C)O.O (ethanol water). Product: C(C)(=O)SC(CC(=O)N1[C@H](C(=O)O)CCC1)C(C1=CC(=C(C=C1)Cl)C(F)(F)F)=O (1-[3-Acetylthio-3-(4-chloro-3-trifluoromethylbenzoyl)propionyl]-L-proline). Reaction SMILES: ClC1C=CC(C(CCC(O)=O)=O)=CC=1C(F)(F)F.N1CCC[C@H]1C(O)=O.[Cl:27][C:28]1[CH:47]=[CH:46][C:31]([C:32]([CH2:34][CH2:35][C:36]([N:38]2[CH2:45][CH2:44][CH2:43][C@H:39]2[C:40]([OH:42])=[O:41])=[O:37])=[O:33])=[CH:30][C:29]=1[C:48]([F:51])([F:50])[F:49].[C:52]([O-:55])(=[S:54])[CH3:53].[K+]>C(O)C.O>[C:52]([S:54][CH:34]([C:32](=[O:33])[C:31]1[CH:46]=[CH:47][C:28]([Cl:27])=[C:29]([C:48]([F:51])([F:49])[F:50])[CH:30]=1)[CH2:35][C:36]([N:38]1[CH2:45][CH2:44][CH2:43][C@H:39]1[C:40]([OH:42])=[O:41])=[O:37])(=[O:55])[CH3:53] |f:3.4,5.6|. Procedure: The preceding compound is converted to 3-(4-chloro-3-trifluoromethylbenzoyl)propionic acid, hydroxysuccinimide ester and coupled to L-proline as in Example 16. The 1-([3-(4-chloro-3-trifluoromethylbenzoyl)propionyl]-L-proline is brominated as in Example 20 and the product reacted with potassium thioacetate in ethanol-water (1:1) as in Example 21 to give the product of the Example as a glass. Starting materials: C(C=C)C1(C2=C(CCC3=C1C=CC=C3)C=CC=C2)C#N (10,11-dihydro-5-(2-propenyl)-5H-dibenzo[a,d]cyclohepten-5-nitrile), [BH4-].[Na+] (sodium borohydride), [BH4-].[Na+] (sodium borohydride). Reagents/catalysts: [Co](Cl)Cl (cobalt (II) chloride). The solvent is C(C)O (ethanol). Conditions: time 15 minute. Product: C(CC)C1(C2=C(CCC3=C1C=CC=C3)C=CC=C2)CN (10,11-dihydro-5-propyl-5H-dibenzo[a,d]cycloheptene-5-methanamine). Isolated yield 29.3%. Reaction SMILES: [CH2:1]([C:4]1([C:19]#[N:20])[C:10]2[CH:11]=[CH:12][CH:13]=[CH:14][C:9]=2[CH2:8][CH2:7][C:6]2[CH:15]=[CH:16][CH:17]=[CH:18][C:5]1=2)[CH:2]=[CH2:3].[BH4-].[Na+]>[Co](Cl)Cl.C(O)C>[CH2:1]([C:4]1([CH2:19][NH2:20])[C:5]2[CH:18]=[CH:17][CH:16]=[CH:15][C:6]=2[CH2:7][CH2:8][C:9]2[CH:14]=[CH:13][CH:12]=[CH:11][C:10]1=2)[CH2:2][CH3:3] |f:1.2|. Procedure: Dissolved 10,11-dihydro-5-(2-propenyl)-5H-dibenzo[a,d]cyclohepten-5-nitrile (4.68 g, 0.018 mol) is 150 mL of absolute ethanol, and added sodium borohydride (1.70 g, 0.045 mol). Stirred at room temperature for 15 mins then cooled to 0° C. Added cobalt (II) chloride (4.29 g, 0.018 mol) portionwise. Stirred at room temperature for 30 mins then added additional sodium borohydride (1.70 g, 0.045 mol). Stirred at room temperature for 16 hours. Evaporated, and added 0.5N HCl. Washed with ethyl acetate,... RXN SMILES: C(=O)([O-])[O-].[K+].[K+].[OH:7][C:8]1[CH:15]=[CH:14][C:11]([CH:12]=[O:13])=[CH:10][CH:9]=1.[CH2:16](Br)[CH:17]=[CH2:18]>CC(C)=O>[CH2:18]([C:9]1[CH:10]=[C:11]([CH:14]=[CH:15][C:8]=1[OH:7])[CH:12]=[O:13])[CH:17]=[CH2:16] |f:0.1.2|. The product is C(C=C)C=1C=C(C=O)C=CC1O (3-allyl-4-hydroxybenzaldehyde). The solvent is CC(=O)C (acetone), CC(=O)C (acetone). Reactants: C([O-])([O-])=O.[K+].[K+] (potassium carbonate), C(C=C)Br (allyl bromide), OC1=CC=C(C=O)C=C1 (4-hydroxybenzaldehyde). Procedure: Two equivalents of potassium carbonate are added slowly with stirring to a solution of 4-hydroxybenzaldehyde in acetone. A solution of allyl bromide (1.1 equivalent) in acetone is added and the mixture is refluxed for two hours, filtered to remove inorganic salts and volatiles stripped under reduced pressure. The resulting 4-allyloxybenzaldehyde is then heated for six hours at 220° C. to yield the rearrangement product, 3-allyl-4-hydroxybenzaldehyde. One equivalent of 3-allyl-4-hydroxybenzaldehy... Conditions: temperature 220 celsius. Reactants: CC(C)N=C=O, ClCCl, Nc1ccc(CC2CCNCC2)cc1. The product is CC(C)NC(=O)N1CCC(Cc2ccc(N)cc2)CC1. Reaction SMILES: [CH:15]([CH3:16])([CH3:17])[N:18]=[C:19]=[O:20].[Cl:21][CH2:22][Cl:23].[NH:1]1[CH2:2][CH2:3][CH:4]([CH2:7][c:8]2[cH:9][cH:10][c:11]([NH2:14])[cH:12][cH:13]2)[CH2:5][CH2:6]1>>[N:1]1([C:19]([NH:18][CH:15]([CH3:16])[CH3:17])=[O:20])[CH2:2][CH2:3][CH:4]([CH2:7][c:8]2[cH:9][cH:10][c:11]([NH2:14])[cH:12][cH:13]2)[CH2:5][CH2:6]1.